From a dataset of the Open Reaction Database (ORD), a public repository of structured organic reaction records. describe an organic reaction: reactants, conditions, products, and yield Run in CN(C)C=O (DMF), C(C)(=O)OCC (ethyl acetate). Starting materials: C(C)OC(C(CC1=CC=C(C=C1)O)(OC1=CC=CC=C1)C)=O (3-(4-Hydroxyphenyl)-2-methyl-2-phenoxypropionic acid ethyl ester), CC1=C(N=C(O1)C1=CC(=CC=C1)C=1SC=CC1)CCOS(=O)(=O)C1=CC=C(C=C1)C (toluene-4-sulfonic acid 2-[5-methyl-2-(3-thiophen-2-ylphenyl)oxazol-4-yl]ethyl ester), C(=O)([O-])[O-].[Cs+].[Cs+] (Cs2CO3). Reaction SMILES: [CH2:1]([O:3][C:4](=[O:22])[C:5]([CH3:21])([O:14][C:15]1[CH:20]=[CH:19][CH:18]=[CH:17][CH:16]=1)[CH2:6][C:7]1[CH:12]=[CH:11][C:10]([OH:13])=[CH:9][CH:8]=1)[CH3:2].[CH3:23][C:24]1[O:28][C:27]([C:29]2[CH:34]=[CH:33][CH:32]=[C:31]([C:35]3[S:36][CH:37]=[CH:38][CH:39]=3)[CH:30]=2)=[N:26][C:25]=1[CH2:40][CH2:41]OS(C1C=CC(C)=CC=1)(=O)=O.C([O-])([O-])=O.[Cs+].[Cs+]>CN(C=O)C.C(OCC)(=O)C>[CH2:1]([O:3][C:4](=[O:22])[C:5]([CH3:21])([O:14][C:15]1[CH:20]=[CH:19][CH:18]=[CH:17][CH:16]=1)[CH2:6][C:7]1[CH:12]=[CH:11][C:10]([O:13][CH2:41][CH2:40][C:25]2[N:26]=[C:27]([C:29]3[CH:34]=[CH:33][CH:32]=[C:31]([C:35]4[S:36][CH:37]=[CH:38][CH:39]=4)[CH:30]=3)[O:28][C:24]=2[CH3:23])=[CH:9][CH:8]=1)[CH3:2] |f:2.3.4|. Procedure details: 3-(4-Hydroxyphenyl)-2-methyl-2-phenoxypropionic acid ethyl ester (495 mg, 1.7 mmol) (see Ex. 1, Part C), toluene-4-sulfonic acid 2-[5-methyl-2-(3-thiophen-2-ylphenyl)oxazol-4-yl]ethyl ester (2.2 mmol) and Cs2CO3 (700 mg, 2.2 mmol) are combined in anhydrous DMF (25 mL) and stirred for 16 h at 55° C. under an atmosphere of nitrogen. The mixture was then cooled and diluted with ethyl acetate (100 mL), and washed with water then brine. The organic layer was dried with Na2SO4 and concentrated in vacu... Yields the product C(C)OC(C(CC1=CC=C(C=C1)OCCC=1N=C(OC1C)C1=CC(=CC=C1)C=1SC=CC1)(OC1=CC=CC=C1)C)=O (2-Methyl-3-(4-{2-[5-methyl-2-(3-thiophen-2-ylphenyl)oxazol-4-yl]ethoxy}phenyl)-2-phenoxypropionic acid ethyl ester). Conditions: temperature 55 celsius, time 16 hour. Starting materials: CC=1NC=C(N1)C (2,4-dimethylimidazole), C([O-])([O-])=O.[K+].[K+] (potassium carbonate), liquid, C(=O)=O (carbon dioxide), Cl (hydrochloric acid). Run in O (water). The product is CC=1NC(=C(N1)C(=O)O)C (2,5-dimethylimidazole-4-carboxylic acid). The yield is 74.2%. RXN SMILES: [CH3:1][C:2]1[NH:3][CH:4]=[C:5]([CH3:7])[N:6]=1.[C:8](=O)([O-:10])[O-:9].[K+].[K+].C(=O)=O.Cl>O>[CH3:1][C:2]1[NH:6][C:5]([CH3:7])=[C:4]([C:8]([OH:10])=[O:9])[N:3]=1 |f:1.2.3|. Reported procedure: 12 g (0.125 mole) of 2,4-dimethylimidazole, 42.5 g (0.3 mole) of potassium carbonate and 100 ml of liquid carbon dioxide were stirred for 5 hours at 150° C. in an autoclave, the reaction pressure being 130 bar. The reacted mixture was pulverized and suspended in 100 ml of water, and the stirred suspension was brought to pH 5-6 with hydrochloric acid. The precipitate which separated out was filtered off and dried to give 13 g (74% of theory) of pure 2,5-dimethylimidazole-4-carboxylic acid of melt... Procedure: A mixture of pyridine-3-carbaldehyde (26.26 g), 2,3-butanedione-2-oxime (24.77 g) and 4N hydrogenchloride-ethyl acetate solution (300 mL) was stirred at room temperature for 3 days. The reaction mixture was concentrated, and the obtained crystals were washed with diethyl ether. To the crystals was added tetrahydrofuran (250 mL), and a solution of thionyl chloride (43.78 g) in tetrahydrofuran (50 mL) was further added. The mixture was heated under reflux for 3 hrs. The reaction mixture was concen... Product: ClCC=1N=C(OC1C)C=1C=NC=CC1 (3-(4-chloromethyl-5-methyl-1,3-oxazol-2-yl)pyridine). Reaction SMILES: [N:1]1[CH:6]=[CH:5][CH:4]=[C:3]([CH:7]=[O:8])[CH:2]=1.[CH3:9][C:10](=[N:14]O)[C:11](=O)[CH3:12].[ClH:16].C(OCC)(=O)C>>[Cl:16][CH2:9][C:10]1[N:14]=[C:7]([C:3]2[CH:2]=[N:1][CH:6]=[CH:5][CH:4]=2)[O:8][C:11]=1[CH3:12] |f:2.3|. Conditions: time 3 day. Yield: 19.0%. Starting materials: N1=CC(=CC=C1)C=O (pyridine-3-carbaldehyde), CC(C(C)=O)=NO (2,3-butanedione-2-oxime), Cl.C(C)(=O)OCC (hydrogenchloride ethyl acetate).